From a dataset of the Open Reaction Database (ORD), a public repository of structured organic reaction records. describe an organic reaction: reactants, conditions, products, and yield Starting materials: [Li]CCCC, C1CCOC1, COc1nc(C(F)(F)F)ccc1C(=O)O, CC1(C)CCCC(C)(C)N1, CCOC(C)=O, ClC(Cl)(Cl)C(Cl)(Cl)Cl, O. The product is COc1nc(C(F)(F)F)cc(Cl)c1C(=O)O. As a reaction SMILES: [CH2:11]([Li:12])[CH2:13][CH2:14][CH3:15].[CH2:39]1[O:40][CH2:41][CH2:42][CH2:43]1.[CH3:16][O:17][c:18]1[c:19]([C:20](=[O:21])[OH:22])[cH:23][cH:24][c:25]([C:27]([F:28])([F:29])[F:30])[n:26]1.[CH3:1][C:2]1([CH3:3])[CH2:4][CH2:5][CH2:6][C:7]([CH3:8])([CH3:9])[NH:10]1.[CH3:44][CH2:45][O:46][C:47](=[O:48])[CH3:49].[Cl:31][C:32]([C:33]([Cl:34])([Cl:35])[Cl:36])([Cl:37])[Cl:38].[OH2:50]>>[CH3:16][O:17][c:18]1[c:19]([C:20](=[O:21])[OH:22])[c:23]([Cl:31])[cH:24][c:25]([C:27]([F:28])([F:29])[F:30])[n:26]1.